From a dataset of the Open Reaction Database (ORD), a public repository of structured organic reaction records. describe an organic reaction: reactants, conditions, products, and yield The reactants are N1CCCCC1 (piperidine), Cl.Cl.N1CCC(CC1)CCN1CCC(CC1)N1C(NC2=C1C=CC=C2)=O (1-[1-[2-(piperidin-4-yl)ethyl]piperidin-4-yl]-1,3-dihydro-2H-benzimidazol-2-one dihydrochloride), C(C1=CC=CC=C1)(=O)Cl (benzoyl chloride), C(C)(C)N(CC)C(C)C (diisopropylethylamine). Solvent: C(Cl)(Cl)Cl (chloroform). Conditions: time 10 minute. Product: C(C1=CC=CC=C1)(=O)N1CCC(CC1)CCN1CCC(CC1)N1C(NC2=C1C=CC=C2)=O (1-[1-[2-(1-Benzoylpiperidin-4-yl)ethyl]piperidin-4-yl]-1 3-dihydro-2H-benzimidazol-2-one). Yield: 65.0%. RXN SMILES: Cl.Cl.[NH:3]1[CH2:8][CH2:7][CH:6]([CH2:9][CH2:10][N:11]2[CH2:16][CH2:15][CH:14]([N:17]3[C:21]4[CH:22]=[CH:23][CH:24]=[CH:25][C:20]=4[NH:19][C:18]3=[O:26])[CH2:13][CH2:12]2)[CH2:5][CH2:4]1.[C:27](Cl)(=[O:34])[C:28]1[CH:33]=[CH:32][CH:31]=[CH:30][CH:29]=1.C(N(C(C)C)CC)(C)C.N1CCCCC1>C(Cl)(Cl)Cl>[C:27]([N:3]1[CH2:8][CH2:7][CH:6]([CH2:9][CH2:10][N:11]2[CH2:16][CH2:15][CH:14]([N:17]3[C:21]4[CH:22]=[CH:23][CH:24]=[CH:25][C:20]=4[NH:19][C:18]3=[O:26])[CH2:13][CH2:12]2)[CH2:5][CH2:4]1)(=[O:34])[C:28]1[CH:33]=[CH:32][CH:31]=[CH:30][CH:29]=1 |f:0.1.2|. Procedure details: To 20 mg of 1-[1-[2-(piperidin-4-yl)ethyl]piperidin-4-yl]-1,3-dihydro-2H-benzimidazol-2-one dihydrochloride which was synthesized in Production Example 1, 10 mg of benzoyl chloride, 27 mg of diisopropylethylamine and 2 ml of chloroform were added, and sonicated for 30 minutes. Then 20 mg of piperidine was added to the system followed by 10 minutes' standing. The resulting reaction mixture was concentrated, and the residue was purified on silica gel chromatography (chloroform/methanol=15/1) to pr... Reactants: trifluoromethanesulfonic acid trimethyl ester, C(C)(=O)OC[C@@H]1[C@H](C[C@@H](O1)N1C(=O)NC(=O)C(C)=C1)F (1-(5-O-acetyl-2,3-dideoxy-3-fluoro-β-D-ribofuranosyl) thymine), FC1=NC(=C2NC=NC2=N1)N (2-fluoroadenine), C[Si](C)(C)C(C(=O)N)[Si](C)(C)C (bistrimethylsilyl acetamide). Solvent: C(C)#N (acetonitrile). Yields the product F[C@H]1C[C@@H](O[C@@H]1CO)N1C2=NC(=NC(=C2N=C1)N)F (9-(2,3-Dideoxy-3-fluoro-β-D-ribofuranosyl)-2-fluoroadenine). As a reaction SMILES: C([O:4][CH2:5][C@H:6]1[O:10][C@@H:9](N2C=C(C)C(=O)NC2=O)[CH2:8][C@@H:7]1[F:20])(=O)C.[F:21][C:22]1[N:30]=[C:29]2[C:25]([NH:26][CH:27]=[N:28]2)=[C:24]([NH2:31])[N:23]=1.C[Si](C([Si](C)(C)C)C(N)=O)(C)C>C(#N)C>[F:20][C@@H:7]1[C@@H:6]([CH2:5][OH:4])[O:10][C@@H:9]([N:28]2[CH:27]=[N:26][C:25]3[C:29]2=[N:30][C:22]([F:21])=[N:23][C:24]=3[NH2:31])[CH2:8]1. Procedure: A mixture of 2.88 g (10 mMoles) 1-(5-O-acetyl-2,3-dideoxy-3-fluoro-β-D-ribofuranosyl) thymine, 4.6 g (30 mMoles) 2-fluoroadenine, 7.4 ml bistrimethylsilyl acetamide, and 250 ml acetonitrile was heated on reflux for 25 minutes. Subsequently, 6.5 ml (33 mMoles) trifluoromethanesulfonic acid trimethyl ester was added and the reaction mixture heated on reflux for further 8 hours. After removal of the solvent under vacuum the residue was suspended in 100 ml chloroform and neutralized with NaHCO3 solu... Reactants: ClS(=O)(=O)O (chlorosulfonic acid), ClC1=CC=CC=C1 (chlorobenzene). The solvent is O (water). Conditions: time 30 minute. The product is S(=O)(=O)(O)Cl.ClC1=CC=CC=C1 (chlorobenzene sulfochloride). Yield: 84.1%. RXN SMILES: [Cl:1][S:2]([OH:5])(=[O:4])=[O:3].[Cl:6][C:7]1[CH:12]=[CH:11][CH:10]=[CH:9][CH:8]=1>O>[S:2]([Cl:1])([OH:5])(=[O:4])=[O:3].[Cl:6][C:7]1[CH:12]=[CH:11][CH:10]=[CH:9][CH:8]=1 |f:3.4|. Procedure details: Fed into a flask was 524 g (4.5 moles) of chlorosulfonic acid, and then 169 g (1.5 moles) of chlorobenzene was dropwise added thereto while cooling the system to maintain it at a temperature of not more than 60° C. It took about 30 minutes to complete the dropwise addition, and then the system was kept at 60° C. for 2 hours. Then, the reaction product thereby obtained was dropwise added to 140 g of water at a temperature of from 40° to 60° C. for 20 minutes. After the completion of the dropwise ... Reactants: [O-]P(=O)([O-])[O-].[K+].[K+].[K+] (K3PO4), C(CO)O (ethylene glycol), N1CCCC1 (pyrrolidine), IC1=CC=CC=C1 (iodobenzene). The reagents and catalysts are [Cu]I (copper(I) iodide). Run in CC(C)O (2-propanol), CCCCCC.C(C)(=O)OCC (hexane ethyl acetate). The product is C1(=CC=CC=C1)N1CCCC1 (N-(phenyl)pyrrolidine). The yield is 90.3%. Reaction SMILES: [O-]P([O-])([O-])=O.[K+].[K+].[K+].[NH:9]1[CH2:13][CH2:12][CH2:11][CH2:10]1.I[C:15]1[CH:20]=[CH:19][CH:18]=[CH:17][CH:16]=1.C(O)CO>[Cu]I.CCCCCC.C(OCC)(=O)C.CC(O)C>[C:15]1([N:9]2[CH2:13][CH2:12][CH2:11][CH2:10]2)[CH:20]=[CH:19][CH:18]=[CH:17][CH:16]=1 |f:0.1.2.3,8.9|. Procedure details: The general procedure under argon or air was followed using copper(I) iodide (10 mg, 0.05 mmol or 2.0 mg, 0.01 mmol), K3PO4 (425 mg, 2.00 mmol), pyrrolidine (100 μL, 1.20 mmol), iodobenzene (112 μL, 1.00 mmol), ethylene glycol (111 μL, 2.00 mmol) and 2-propanol (1.0 mL). Column chromatography using a solvent mixture (hexane/ethyl acetate=20/1, Rf=0.4) afforded N-(phenyl)pyrrolidine (133 mg, 90% isolated yield) as colorless liquid. The spectral data (1H NMR) matched with the literature references... Reactants: CCCCc1ccc(O)cc1, O, O=[N+]([O-])O. The product is CCCCc1ccc(O)c([N+](=O)[O-])c1. Reaction SMILES: [CH2:1]([CH2:2][CH2:3][CH3:4])[c:5]1[cH:6][cH:7][c:8]([OH:11])[cH:9][cH:10]1.[OH2:16].[OH:12][N+:13]([O-:14])=[O:15]>>[CH2:1]([CH2:2][CH2:3][CH3:4])[c:5]1[cH:6][cH:7][c:8]([OH:11])[c:9]([N+:13](=[O:12])[O-:14])[cH:10]1.